From a dataset of the Open Reaction Database (ORD), a public repository of structured organic reaction records. describe an organic reaction: reactants, conditions, products, and yield The product is NC1=C(N=C(S1)C1=C(C(=CC=C1)F)F)C(=O)NC=1C=NN(C1[C@H]1OC[C@@H]([C@@H](CC1)N)OC)C (5-amino-N-(5-((2S,5R,6R)-5-amino-6-methoxyoxepan-2-yl)-1-methyl-1H-pyrazol-4-yl)-2-(2,3-difluorophenyl)thiazole-4-carboxamide). Reported procedure: Following the procedure for Example 101 starting from tert-butyl N-[2-bromo-4-[[5-[(2S,5R,6R)-5-(tert-butoxycarbonylamino)-6-methoxy-oxepan-2-yl]-1-methyl-pyrazol-4-yl]carbamoyl]thiazol-5-yl]carbamate (Intermediate 98), and replacing 3,6-dihydro-2H-pyran-4-boronic acid pinacol ester with (2,3-difluorophenyl)boronic acid gave 219. 1H NMR (400 MHz, DMSO-d6) δ 9.60 (s, 1H), 7.90-7.82 (m, 2H), 7.56-7.42 (m, 3H), 7.38-7.30 (m, 1H), 5.07 (t, J=5.7 Hz, 1H), 3.98-3.90 (m, 1H), 3.88-3.80 (m, 1H), 3.71 (s... RXN SMILES: Br[C:2]1[S:3][C:4]([NH:33]C(=O)OC(C)(C)C)=[C:5]([C:7](=[O:32])[NH:8][C:9]2[CH:10]=[N:11][N:12]([CH3:31])[C:13]=2[C@@H:14]2[CH2:20][CH2:19][C@@H:18]([NH:21]C(OC(C)(C)C)=O)[C@@H:17]([O:29][CH3:30])[CH2:16][O:15]2)[N:6]=1.[F:41][C:42]1[C:47]([F:48])=[CH:46][CH:45]=[CH:44][C:43]=1B(O)O>>[NH2:33][C:4]1[S:3][C:2]([C:46]2[CH:45]=[CH:44][CH:43]=[C:42]([F:41])[C:47]=2[F:48])=[N:6][C:5]=1[C:7]([NH:8][C:9]1[CH:10]=[N:11][N:12]([CH3:31])[C:13]=1[C@@H:14]1[CH2:20][CH2:19][C@@H:18]([NH2:21])[C@@H:17]([O:29][CH3:30])[CH2:16][O:15]1)=[O:32]. Starting materials: BrC=1SC(=C(N1)C(NC=1C=NN(C1[C@H]1OC[C@@H]([C@@H](CC1)NC(=O)OC(C)(C)C)OC)C)=O)NC(OC(C)(C)C)=O (tert-butyl N-[2-bromo-4-[[5-[(2S,5R,6R)-5-(tert-butoxycarbonylamino)-6-methoxy-oxepan-2-yl]-1-methyl-pyrazol-4-yl]carbamoyl]thiazol-5-yl]carbamate), BrC=1SC(=C(N1)C(NC=1C=NN(C1[C@H]1OC[C@@H]([C@@H](CC1)NC(=O)OC(C)(C)C)OC)C)=O)NC(OC(C)(C)C)=O (tert-butyl N-[2-bromo-4-[[5-[(2S,5R,6R)-5-(tert-butoxycarbonylamino)-6-methoxy-oxepan-2-yl]-1-methyl-pyrazol-4-yl]carbamoyl]thiazol-5-yl]carbamate), FC1=C(C=CC=C1F)B(O)O ((2,3-difluorophenyl)boronic acid). Starting materials: NC1=CC=C(C=C1)C=1C2CC2C(NN1)=O (2-(p-aminophenyl)-3,4-diaza-bicyclo[4.1.0]hept-2-en-5-one), C(=O)O (formic acid). Solvent: O (water). Product: C(=O)NC1=CC=C(C=C1)C=1C2CC2C(NN1)=O (2-(p-formylaminophenyl)-3,4-diaza-bicyclo[4.1.0]hept-2-en-5-one). Isolated yield 67.0%. Reaction SMILES: [NH2:1][C:2]1[CH:7]=[CH:6][C:5]([C:8]2[CH:9]3[CH:11]([C:12](=[O:15])[NH:13][N:14]=2)[CH2:10]3)=[CH:4][CH:3]=1.[CH:16](O)=[O:17]>O>[CH:16]([NH:1][C:2]1[CH:3]=[CH:4][C:5]([C:8]2[CH:9]3[CH:11]([C:12](=[O:15])[NH:13][N:14]=2)[CH2:10]3)=[CH:6][CH:7]=1)=[O:17]. Procedure: 6.0 g (29.8 millimoles) of 2-(p-aminophenyl)-3,4-diaza-bicyclo[4.1.0]hept-2-en-5-one (see Example 8a) and 30 ml of formic acid are refluxed for 1 hour. The solution is then poured into 500 ml of water and the precipitate which separates out is filtered off, washed with water and recrystallized from a methanol/water mixture. 4.6 g (67% of theory) of 2-(p-formylaminophenyl)-3,4-diaza-bicyclo[4.1.0]hept-2-en-5-one are isolated as almost colorless crystals, of melting point 239°-240° C. Reactants: O=C(NCC=1C=CC=CC1CO)C(F)(F)F. Reagents/catalysts: O=S(=O)([O-])CC=1C=NC(=CC1)C2=NC=C(C=C2)C.CCCC[N+](CCCC)(CCCC)CCCC, O1B(OC(C)(C)C1(C)C)B2OC(C)(C)C(O2)(C)C, C[OH2+].C[OH2+].C1CC=CCCC=C1.C1CC=CCCC=C1.[Ir].[Ir]. The solvent is O1CCCC1. Reaction conditions: temperature 50 celsius, time 20 hour. Product: O=C(NCC1=CC(=CC=C1CO)B2OC(C)(C)C(O2)(C)C)C(F)(F)F, O=C(NCC1=CC=C(C=C1CO)B2OC(C)(C)C(O2)(C)C)C(F)(F)F. Isolated yield 7.0%. Procedure: Following general procedure F using 2e (58 mg, 0.25 mmol), B2pin2 (127 mg, 0.50 mmol), [Ir(COD)OMe]2 (2.5 mg, 0.00375 mmol) and 1a (3.8 mg, 0.0075 mmol) in THF (1.25 mL). Stirred in vial at 50 °C for 20 hours. Analysis of crude 1 H NMR using internal standard 1,2‐dimethoxyethane showed 10.2:1 meta:para borylation in 80% yield (19% starting material remaining). The crude product was purified by silica gel chromatography (30% EtOAc in Petroleum Ether 40‐60 o C), however this gave a mixture of the ... The solvent is O (water). Reactants: CN(CCCN)C (3-(Dimethylamino)propylamine), FC(C=1C=CC=2N(C1)N=C(C2C2=NC(=NC=C2)S(=O)(=O)C)C2=CC=C(C=C2)C(F)(F)F)(F)F (methyl 4-{6-(trifluoromethyl)-2-[4-(trifluoromethyl)phenyl]pyrazolo[1,5-a]pyridin-3-yl}pyrimidin-2-yl sulfone). Reported procedure: 3-(Dimethylamino)propylamine (0.04 mL) and methyl 4-{6-(trifluoromethyl)-2-[4-(trifluoromethyl)phenyl]pyrazolo[1,5-a]pyridin-3-yl}pyrimidin-2-yl sulfone (0.02 g) were mixed at room temperature and heated with an airgun until a homogenous melt was obtained (2 min). Upon cooling, water was added. The precipitated solid was filtered and dried to give the title compound as a white solid (0.012 g); 1H NMR (d6-DMSO) δ 9.52(1H, s), 8.50(1H, bs), 8.16(1H, d), 7.87(4H, dd), 7.69(1H, d), 7.26(1H, bs), 6.3... Yields the product CN(CCCNC1=NC=CC(=N1)C=1C(=NN2C1C=CC(=C2)C(F)(F)F)C2=CC=C(C=C2)C(F)(F)F)C (3-(dimethylamino)propyl-N-[4-{6-(trifluoromethyl)-2-[4-(trifluoromethyl)phenyl]pyrazolo[1,5-a]pyridin-3-yl}pyrimidin-2-yl]amine). RXN SMILES: [CH3:1][N:2]([CH3:7])[CH2:3][CH2:4][CH2:5][NH2:6].[F:8][C:9]([F:40])([F:39])[C:10]1[CH:11]=[CH:12][C:13]2[N:14]([N:16]=[C:17]([C:29]3[CH:34]=[CH:33][C:32]([C:35]([F:38])([F:37])[F:36])=[CH:31][CH:30]=3)[C:18]=2[C:19]2[CH:24]=[CH:23][N:22]=[C:21](S(C)(=O)=O)[N:20]=2)[CH:15]=1>O>[CH3:1][N:2]([CH3:7])[CH2:3][CH2:4][CH2:5][NH:6][C:21]1[N:20]=[C:19]([C:18]2[C:17]([C:29]3[CH:34]=[CH:33][C:32]([C:35]([F:38])([F:37])[F:36])=[CH:31][CH:30]=3)=[N:16][N:14]3[CH:15]=[C:10]([C:9]([F:8])([F:39])[F:40])[CH:11]=[CH:12][C:13]=23)[CH:24]=[CH:23][N:22]=1. Starting materials: ClC1=NC(=C2N=CN(C2=N1)C1CCCC1)NCCNC(C1=CC=C(C=C1)C(F)(F)F)=O (N-[2-[(2-chloro-9-cyclopentyl-9H-purin-6-yl)-amino]-ethyl]-4-(trifluoromethyl)-benzamide), N[C@@H]1CC[C@H](CC1)N (trans-1,4-diaminocyclohexane). Run at temperature 140 celsius. The product is Cl.Cl.N[C@@H]1CC[C@H](CC1)NC1=NC(=C2N=CN(C2=N1)C1CCCC1)NCCNC(C1=CC=C(C=C1)C(F)(F)F)=O (trans-N-[2-[[2-[(4-amino-cyclohexyl)-amino]-9-cyclopentyl-9H-purin-6-yl]-amino]-ethyl]-4-(trifluoromethyl)-benzamide dihydrochloride). Reaction SMILES: [Cl:1][C:2]1[N:10]=[C:9]2[C:5]([N:6]=[CH:7][N:8]2[CH:11]2[CH2:15][CH2:14][CH2:13][CH2:12]2)=[C:4]([NH:16][CH2:17][CH2:18][NH:19][C:20](=[O:31])[C:21]2[CH:26]=[CH:25][C:24]([C:27]([F:30])([F:29])[F:28])=[CH:23][CH:22]=2)[N:3]=1.[NH2:32][C@H:33]1[CH2:38][CH2:37][C@H:36]([NH2:39])[CH2:35][CH2:34]1>>[ClH:1].[ClH:1].[NH2:32][C@H:33]1[CH2:38][CH2:37][C@H:36]([NH:39][C:2]2[N:10]=[C:9]3[C:5]([N:6]=[CH:7][N:8]3[CH:11]3[CH2:15][CH2:14][CH2:13][CH2:12]3)=[C:4]([NH:16][CH2:17][CH2:18][NH:19][C:20](=[O:31])[C:21]3[CH:26]=[CH:25][C:24]([C:27]([F:30])([F:28])[F:29])=[CH:23][CH:22]=3)[N:3]=2)[CH2:35][CH2:34]1 |f:2.3.4|. Procedure: 342 mg of the product obtained in Stage 1 above and 428 mg of trans-1,4-diaminocyclohexane are mixed together and the reaction medium is heated to approximately 140° C. for 4 hours and 30 minutes. After evaporating the solvent, chromatography on silica is carried out eluting with methylene chloride/methanol/ammonium hydroxide in a proportion of 85/15/1.5, followed by taking up in an ethanolic solution of hydrochloric acid, leaving to crystallize, separating, drying under reduced pressure and 281... Reactants: O (water), CO (methanol), C(C)(=O)O[C@@H](CC[C@H]1C(N([C@@H]1C1=CC=C(C=C1)C1=CC(=CC=C1)O[C@@H]1[C@@H](OC(C)=O)[C@H](OC(C)=O)[C@@H](OC(C)=O)[C@@H](O1)C(=O)OO)C1=CC=C(C=C1)F)=O)C1=CC=C(C=C1)F ((1S)-1-(4-fluorophenyl)-3-((3R,4S)-1-(4-fluorophenyl)-2-oxo-4-{3′-[(2,3,4-tri-O-acetyl-6-hydroperoxy-β-L-gluco-hexodialdo-1,5-pyranosyl)oxy]biphenyl-4-yl}azetidin-3-yl)propyl acetate), C(C)(=O)O (acetic acid). Run in CO.C(C)N(CC)CC (methanol triethylamine), ClCCl (dichloromethane). Conditions: time 19 hour. Product: O([C@@H]1[C@@H](O)[C@H](O)[C@@H](O)[C@@H](O1)C(=O)O)C=1C=C(C=CC1)C1=CC=C(C=C1)[C@H]1N(C([C@@H]1CC[C@H](O)C1=CC=C(C=C1)F)=O)C1=CC=C(C=C1)F (4′-{(2S,3R)-1-(4-fluorophenyl)-3-[(3S)-3-(4-fluorophenyl)-3-hydroxypropyl]-4-oxoazetidin-2-yl}biphenyl-3-yl β-L-glucopyranosiduronic acid). The yield is 72.5%. RXN SMILES: C([O:4][C@H:5]([C:55]1[CH:60]=[CH:59][C:58]([F:61])=[CH:57][CH:56]=1)[CH2:6][CH2:7][C@@H:8]1[C@@H:11]([C:12]2[CH:17]=[CH:16][C:15]([C:18]3[CH:23]=[CH:22][CH:21]=[C:20]([O:24][C@H:25]4[O:42][C@@H:41]([C:43]([O:45]O)=[O:44])[C@H:36]([O:37]C(=O)C)[C@@H:31]([O:32]C(=O)C)[C@@H:26]4[O:27]C(=O)C)[CH:19]=3)=[CH:14][CH:13]=2)[N:10]([C:47]2[CH:52]=[CH:51][C:50]([F:53])=[CH:49][CH:48]=2)[C:9]1=[O:54])(=O)C.O.C(O)(=O)C.CO>CO.C(N(CC)CC)C.ClCCl>[O:24]([C:20]1[CH:19]=[C:18]([C:15]2[CH:16]=[CH:17][C:12]([C@@H:11]3[C@@H:8]([CH2:7][CH2:6][C@@H:5]([C:55]4[CH:60]=[CH:59][C:58]([F:61])=[CH:57][CH:56]=4)[OH:4])[C:9](=[O:54])[N:10]3[C:47]3[CH:48]=[CH:49][C:50]([F:53])=[CH:51][CH:52]=3)=[CH:13][CH:14]=2)[CH:23]=[CH:22][CH:21]=1)[C@H:25]1[O:42][C@@H:41]([C:43]([OH:45])=[O:44])[C@H:36]([OH:37])[C@@H:31]([OH:32])[C@@H:26]1[OH:27] |f:4.5|. Procedure: The product of step 3 (57.2 mg, 0.068 mmol) was dissolved in 1:1 methanol-triethylamine (2.8 mL). To this solution was added water (4.25 mL). The reaction progress was monitored by TLC (5% acetic acid and 15% methanol in dichloromethane) and was complete after 19 hours. The methanol and triethylamine were evaporated in vacuo, the residue was acidified with 1 N aqueous hydrochloric acid (1.4 mL), extracted with ethyl acetate (20 mL), washed with brine (5 mL), dried over sodium sulfate, filtered, ... The reactants are ClC1=NC2=C(N1C(=O)OC(C)(C)C)C=CC=C2 (tert-butyl 2-chloro-1H-1,3-benzimidazole-1-carboxylate), N1[C@@H](CCCC1)C(=O)OCC1=CC=CC=C1 (benzyl (2S)-2-piperidinecarboxylate). The product is title compound, C(C1=CC=CC=C1)OC(=O)[C@H]1N(CCCC1)C1=NC2=C(N1C(=O)OC(C)(C)C)C=CC=C2 (tert-butyl 2-[(2S)-2-[(benzyloxy)carbonyl]-1-piperidinyl]-1H-1,3-benzimidazole-1-carboxylate). RXN SMILES: Cl[C:2]1[N:6]([C:7]([O:9][C:10]([CH3:13])([CH3:12])[CH3:11])=[O:8])[C:5]2[CH:14]=[CH:15][CH:16]=[CH:17][C:4]=2[N:3]=1.[NH:18]1[CH2:23][CH2:22][CH2:21][CH2:20][C@H:19]1[C:24]([O:26][CH2:27][C:28]1[CH:33]=[CH:32][CH:31]=[CH:30][CH:29]=1)=[O:25]>>[CH2:27]([O:26][C:24]([C@@H:19]1[CH2:20][CH2:21][CH2:22][CH2:23][N:18]1[C:2]1[N:6]([C:7]([O:9][C:10]([CH3:13])([CH3:12])[CH3:11])=[O:8])[C:5]2[CH:14]=[CH:15][CH:16]=[CH:17][C:4]=2[N:3]=1)=[O:25])[C:28]1[CH:29]=[CH:30][CH:31]=[CH:32][CH:33]=1. Procedure: The title compound was prepared by a similar method to Preparation 2 from tert-butyl 2-chloro-1H-1,3-benzimidazole-1-carboxylate [see Preparation 46] and benzyl (2S)-2-piperidinecarboxylate [see J.A.C.S. (1 996), 118(7), 1629-1644]. The crude product was purified by column chromatography on silica gel eluting with a solvent gradient of 90:10 changing to 80:20, by volume, hexane:ethyl acetate, in 5% increments to afford tert-butyl 2-[(2S)-2-[(benzyloxy)carbonyl]-1-piperidinyl]-1H-1,3-benzimidazol... Reactants: OC1=C(C(=O)OCC)C=CC=C1 (ethyl 2-hydroxybenzoate), CO3, Cl.ClCCCN1CCOCC1 (N-(3-chloropropyl)morpholine hydrochloride). Solvent: CN(C)C=O (DMF). Run at time 30 minute. The product is N1(CCOCC1)CCCOC1=C(C(=O)OCC)C=CC=C1 (ethyl 2-[3-(4-morpholinyl)propoxy]benzoate). Reaction SMILES: [OH:1][C:2]1[CH:12]=[CH:11][CH:10]=[CH:9][C:3]=1[C:4]([O:6][CH2:7][CH3:8])=[O:5].Cl.Cl[CH2:15][CH2:16][CH2:17][N:18]1[CH2:23][CH2:22][O:21][CH2:20][CH2:19]1>CN(C=O)C>[N:18]1([CH2:17][CH2:16][CH2:15][O:1][C:2]2[CH:12]=[CH:11][CH:10]=[CH:9][C:3]=2[C:4]([O:6][CH2:7][CH3:8])=[O:5])[CH2:23][CH2:22][O:21][CH2:20][CH2:19]1 |f:1.2|. Procedure details: To a mixture of ethyl 2-hydroxybenzoate (2.4 ml, 16.38 mmol), K2 CO3 (4.98 g), and DMF (30 ml) was added N-(3-chloropropyl)morpholine hydrochloride (3.93 g). The mixture was stirred at room temperature for 30 minutes, then was warmed on a steam bath overnight. The reaction mixture was cooled, filtered and stripped to afford a liquid which was partitioned between EtOAc (350 ml) and water. The organic layer was separated, washed with water (2×200 ml), dried over MgSO4 and stripped to afford ethyl ... The reactants are C1(CC(CCC1)=O)=O (1,3-Cyclohexanedione), ClC1=C(C=C(C=O)C=C1)[N+](=O)[O-] (4-chloro-3-nitrobenzaldehyde), NC1=NNC=C1 (3-aminopyrazole). The product is ClC1=C(C=C(C=C1)C1N2C(NC=3CCCC(C13)=O)=CC=N2)[N+](=O)[O-] (9-(4-Chloro-3-nitrophenyl)-5,6,7,9-tetrahydropyrazolo[5,1-b]quinazolin-8(4H)-one). Reaction SMILES: [C:1]1(=[O:8])[CH2:6][CH2:5][CH2:4][C:3](=O)[CH2:2]1.[Cl:9][C:10]1[CH:17]=[CH:16][C:13]([CH:14]=O)=[CH:12][C:11]=1[N+:18]([O-:20])=[O:19].[NH2:21][C:22]1[CH:26]=[CH:25][NH:24][N:23]=1>>[Cl:9][C:10]1[CH:17]=[CH:16][C:13]([CH:14]2[C:2]3[C:1](=[O:8])[CH2:6][CH2:5][CH2:4][C:3]=3[NH:21][C:22]3=[CH:26][CH:25]=[N:24][N:23]23)=[CH:12][C:11]=1[N+:18]([O-:20])=[O:19]. Procedure: 1,3-Cyclohexanedione, 4-chloro-3-nitrobenzaldehyde and 3-aminopyrazole were processed as described in General Procedure A to provide the title compound. The reactants are ClC1=C(C=CC=C1)C=CC=O (3-(2-chlorophenyl)-2-propenal), [Cl-].C(C1=CC=CC=C1)OC1=C(C[P+](C2=CC=CC=C2)(C2=CC=CC=C2)C2=CC=CC=C2)C=CC=C1 (2-benzyloxybenzyltriphenylphosphonium chloride), N12CCCCCC2=NCCC1 (1,8-diazabicyclo[5,4,0]undec-7-ene). Yields the product C(C1=CC=CC=C1)OC1=C(C=CC=C1)C=CC=CC1=C(C=CC=C1)Cl (1-(2-benzyloxyphenyl)-4-(2-chlorophenyl)butadiene). The yield is 90.0%. Reaction SMILES: [Cl:1][C:2]1[CH:7]=[CH:6][CH:5]=[CH:4][C:3]=1[CH:8]=[CH:9][CH:10]=O.[Cl-].[CH2:13]([O:20][C:21]1[CH:46]=[CH:45][CH:44]=[CH:43][C:22]=1[CH2:23][P+](C1C=CC=CC=1)(C1C=CC=CC=1)C1C=CC=CC=1)[C:14]1[CH:19]=[CH:18][CH:17]=[CH:16][CH:15]=1.N12CCCN=C1CCCCC2>>[CH2:13]([O:20][C:21]1[CH:46]=[CH:45][CH:44]=[CH:43][C:22]=1[CH:23]=[CH:10][CH:9]=[CH:8][C:3]1[CH:4]=[CH:5][CH:6]=[CH:7][C:2]=1[Cl:1])[C:14]1[CH:15]=[CH:16][CH:17]=[CH:18][CH:19]=1 |f:1.2|. Procedure details: Then, following a procedure similar to that described in the first part of Preparation 3, the whole of this 3-(2-chlorophenyl)-2-propenal was reacted with 7.97 g of 2-benzyloxybenzyltriphenylphosphonium chloride (prepared as described in Preparation 1) and 3.35 g of 1,8-diazabicyclo[5,4,0]undec-7-ene. The resulting crude product was purified as described in the first part of Preparation 3, to give 4.57 g (yield 90%) of 1-(2-benzyloxyphenyl)-4-(2-chlorophenyl)butadiene as an oil.